This data is from the Open Reaction Database (ORD), a public repository of structured organic reaction records. The task is: describe an organic reaction: reactants, conditions, products, and yield Starting materials: [O-]C(=NCc1ccccc1)C(Cl)(Cl)Cl, CON(C)C(=O)C(C)(O[SiH](C)C)C(O)C(C)CC(C)(C)C. Product: CON(C)C(=O)C(C)(O[SiH](C)C)C(OCc1ccccc1)C(C)CC(C)(C)C. Reaction SMILES: [CH2:22]([c:23]1[cH:24][cH:25][cH:26][cH:27][cH:28]1)[N:29]=[C:30]([O-:31])[C:32]([Cl:33])([Cl:34])[Cl:35].[CH3:1][O:2][N:3]([C:4]([C:5]([CH:6]([CH:7]([CH2:8][C:9]([CH3:10])([CH3:11])[CH3:12])[CH3:13])[OH:14])([CH3:15])[O:16][SiH:17]([CH3:18])[CH3:19])=[O:20])[CH3:21]>>[CH3:1][O:2][N:3]([C:4]([C:5]([CH:6]([CH:7]([CH2:8][C:9]([CH3:10])([CH3:11])[CH3:12])[CH3:13])[O:14][CH2:22][c:23]1[cH:24][cH:25][cH:26][cH:27][cH:28]1)([CH3:15])[O:16][SiH:17]([CH3:18])[CH3:19])=[O:20])[CH3:21]. Starting materials: [BH4-], COc1ccc2c(c1)C1CN(Cc3ccccc3)CC1C2=O, CO, [Na+]. Yields the product COc1ccc2c(c1)C1CN(Cc3ccccc3)CC1C2O. Reaction SMILES: [BH4-:1].[CH2:3]([c:4]1[cH:5][cH:6][cH:7][cH:8][cH:9]1)[N:10]1[CH2:11][CH:12]2[CH:13]([c:14]3[cH:15][c:16]([O:22][CH3:23])[cH:17][cH:18][c:19]3[C:20]2=[O:21])[CH2:24]1.[CH3:25][OH:26].[Na+:2]>>[CH2:3]([c:4]1[cH:5][cH:6][cH:7][cH:8][cH:9]1)[N:10]1[CH2:11][CH:12]2[CH:13]([c:14]3[cH:15][c:16]([O:22][CH3:23])[cH:17][cH:18][c:19]3[CH:20]2[OH:21])[CH2:24]1. Reactants: CCOC(C)=O, CC#N, O=C1CCC(=O)N1Cl, Nc1ccc([N+](=O)[O-])cc1C(F)(F)F. The product is Nc1c(Cl)cc([N+](=O)[O-])cc1C(F)(F)F. RXN SMILES: [CH3:23][CH2:24][O:25][C:26](=[O:27])[CH3:28].[CH3:29][C:30]#[N:31].[Cl:15][N:16]1[C:17](=[O:18])[CH2:19][CH2:20][C:21]1=[O:22].[N+:1](=[O:2])([O-:3])[c:4]1[cH:5][c:6]([C:11]([F:12])([F:13])[F:14])[c:7]([NH2:10])[cH:8][cH:9]1>>[N+:1](=[O:2])([O-:3])[c:4]1[cH:5][c:6]([C:11]([F:12])([F:13])[F:14])[c:7]([NH2:10])[c:8]([Cl:15])[cH:9]1.